The task is: describe an organic reaction: reactants, conditions, products, and yield. This data is from the Open Reaction Database (ORD), a public repository of structured organic reaction records. Reactants: [Cl-].[Al+3].[Cl-].[Cl-] (aluminum chloride), ice water, N1C(NC=C1)=O (1,3-dihydro-2H-imidazol-2-one), S1C(=CC=C1)C(=O)Cl (thienoyl chloride). Run in [N+](=O)([O-])C1=CC=CC=C1 (nitrobenzene). Run at temperature 60 celsius, time 3 hour. Yields the product S1C(=CC=C1)C(=O)C=1NC(NC1)=O (1,3-Dihydro-4-(2-thienoyl)-2H-imidazol-2-one). As a reaction SMILES: [Cl-].[Al+3].[Cl-].[Cl-].[NH:5]1[CH:9]=[CH:8][NH:7][C:6]1=[O:10].[S:11]1[CH:15]=[CH:14][CH:13]=[C:12]1[C:16](Cl)=[O:17]>[N+](C1C=CC=CC=1)([O-])=O>[S:11]1[CH:15]=[CH:14][CH:13]=[C:12]1[C:16]([C:9]1[NH:5][C:6](=[O:10])[NH:7][CH:8]=1)=[O:17] |f:0.1.2.3|. Procedure details: In 50 ml of nitrobenzene is combined 13.3 g of aluminum chloride, 4.2 g of 1,3-dihydro-2H-imidazol-2-one and 8.1 g of thienoyl chloride. The mixture is stirred at 60° C. for 3 hours and poured over ice water. The solids are filtered, washed with ether and recrystallized twice from ethanol-water to afford the title compound. M.P. 339°-42° C. The reactants are [Li]CCCC, CN([SiH](C)C)[Si](C)(C)C, C[Si](C)(C)OCC(=O)O[Si](C)(C)C, C[Si](C)(C)[N-][Si](C)(C)C, C[Si](C)(C)Cl, COCCOC, [Li+]. Product: C[Si](C)(C)OC=C(O[Si](C)(C)C)O[Si](C)(C)C. RXN SMILES: [CH2:23]([Li:24])[CH2:25][CH2:26][CH3:27].[CH3:14][SiH:15]([CH3:16])[N:21]([Si:17]([CH3:18])([CH3:19])[CH3:20])[CH3:22].[CH3:1][Si:2]([CH3:3])([CH3:4])[O:5][C:6]([CH2:7][O:8][Si:9]([CH3:10])([CH3:11])[CH3:12])=[O:13].[CH3:29][Si:30]([N-:31][Si:32]([CH3:33])([CH3:34])[CH3:35])([CH3:36])[CH3:37].[CH3:38][Si:39]([Cl:40])([CH3:41])[CH3:42].[CH3:43][O:44][CH2:45][CH2:46][O:47][CH3:48].[Li+:28]>>[CH3:1][Si:2]([CH3:3])([CH3:4])[O:5][C:6](=[CH:7][O:8][Si:9]([CH3:10])([CH3:11])[CH3:12])[O:13][Si:17]([CH3:18])([CH3:19])[CH3:20]. As a reaction SMILES: [CH2:1]([NH:8][CH2:9][C:10]1[CH:15]=[CH:14][CH:13]=[CH:12][CH:11]=1)[C:2]1[CH:7]=[CH:6][CH:5]=[CH:4][CH:3]=1.C[N:17]1CCC[C:18]1=[O:22]>>[CH2:9]([N:8]([CH2:1][C:2]1[CH:7]=[CH:6][CH:5]=[CH:4][CH:3]=1)[C:18]([NH2:17])=[O:22])[C:10]1[CH:15]=[CH:14][CH:13]=[CH:12][CH:11]=1. The reactants are C(C1=CC=CC=C1)NCC1=CC=CC=C1 (dibenzylamine), 70, CN1C(CCC1)=O (N-methylpyrrolidone). The product is C(C1=CC=CC=C1)N(C(=O)N)CC1=CC=CC=C1 (N,N dibenzylurea). Reported procedure: As described in Example 6, but using a 20strength solution of dibenzylamine in N-methylpyrrolidone instead of dodecylamine at a temperature of 70 C, N,N dibenzylurea was obtained in a yield of 62% of theory after recrystallizing from water/acetone. Yield: 62.0%. Starting materials: FC1=C(C=CC(=C1F)OCC)C1CCC(CC1)=O (1-(2,3-Difluoro-4-ethoxyphenyl)-cyclohexan-4-one), FC1=C(CCC2=C(C(=C(C=C2)OCCCCCC)F)F)C=CC=C1F (1-(2,3-Difluorophenethyl)-2,3-difluoro-4-(hexyloxy)benzene), C(C)(CC)[Li] (sec-Butyllithium), Cl (HCl). The solvent is C1CCOC1 (THF), C1CCOC1 (THF), C(C)(=O)OCC (ethyl acetate). Reaction conditions: temperature 30 celsius, time 2 hour. The product is FC1=C(CCC2=C(C(=C(C=C2)C2=CCC(CC2)C2=C(C(=C(C=C2)OCC)F)F)F)F)C=CC(=C1F)OCCCCCC (1-(2,3-difluoro-4-(hexyloxy)phenethyl)-4-(4-(4-ethoxy-2,3-difluorophenyl)cyclohex-1-enyl)-2,3-difluorobenzene). As a reaction SMILES: [F:1][C:2]1[C:24]([F:25])=[CH:23][CH:22]=[CH:21][C:3]=1[CH2:4][CH2:5][C:6]1[CH:11]=[CH:10][C:9]([O:12][CH2:13][CH2:14][CH2:15][CH2:16][CH2:17][CH3:18])=[C:8]([F:19])[C:7]=1[F:20].C([Li])(CC)C.[F:31][C:32]1[C:37]([F:38])=[C:36]([O:39][CH2:40][CH3:41])[CH:35]=[CH:34][C:33]=1[CH:42]1[CH2:47][CH2:46][C:45](=O)[CH2:44][CH2:43]1.Cl>C(OCC)(=O)C.C1COCC1>[F:20][C:7]1[C:8]([F:19])=[C:9]([O:12][CH2:13][CH2:14][CH2:15][CH2:16][CH2:17][CH3:18])[CH:10]=[CH:11][C:6]=1[CH2:5][CH2:4][C:3]1[CH:21]=[CH:22][C:23]([C:45]2[CH2:46][CH2:47][CH:42]([C:33]3[CH:34]=[CH:35][C:36]([O:39][CH2:40][CH3:41])=[C:37]([F:38])[C:32]=3[F:31])[CH2:43][CH:44]=2)=[C:24]([F:25])[C:2]=1[F:1]. Reported procedure: 1-(2,3-Difluorophenethyl)-2,3-difluoro-4-(hexyloxy)benzene (s-24) (3.6 g) and THF (100 ml) were placed in a reaction vessel under an atmosphere of nitrogen, and cooled to −74° C. sec-Butyllithium (1.00M; n-hexane and cyclohexane solution; 12 ml) was added dropwise in the temperature range of −74° C. to −70° C., and the stirring was continued for another 2 hours. 1-(2,3-Difluoro-4-ethoxyphenyl)-cyclohexan-4-one (s-25) (2.6 g) in a THF (50 ml) solution was added dropwise in the temperature range o... Starting materials: Cl (hydrochloric acid), C(CCCCCCC)OC1=CC=C(C=C1)C1=C(C(=CC=C1)F)F (4-n-octyloxy-2', 3'-difluorobiphenyl), C(CCC)[Li] (butyllithium), C(C)(C)OB(OC(C)C)OC(C)C (triisopropylborate), [ 1 ]. The solvent is C1CCOC1 (THF), C1CCOC1 (THF). Reaction conditions: temperature -70 celsius, time 2 hour. Yields the product C(CCCCCCC)OC1=CC=C(C=C1)C1=C(C(=C(C=C1)B(O)O)F)F (4-(p-n-octyloxyphenyl)-2,3-difluorobenzene boronic acid). The yield is 73.4%. As a reaction SMILES: [CH2:1]([O:9][C:10]1[CH:15]=[CH:14][C:13]([C:16]2[CH:21]=[CH:20][CH:19]=[C:18]([F:22])[C:17]=2[F:23])=[CH:12][CH:11]=1)[CH2:2][CH2:3][CH2:4][CH2:5][CH2:6][CH2:7][CH3:8].C([Li])CCC.C([O:32][B:33](OC(C)C)[O:34]C(C)C)(C)C.Cl>C1COCC1>[CH2:1]([O:9][C:10]1[CH:15]=[CH:14][C:13]([C:16]2[CH:21]=[CH:20][C:19]([B:33]([OH:34])[OH:32])=[C:18]([F:22])[C:17]=2[F:23])=[CH:12][CH:11]=1)[CH2:2][CH2:3][CH2:4][CH2:5][CH2:6][CH2:7][CH3:8]. Procedure: After 2.72 g of the 4-n-octyloxy-2', 3'-difluorobiphenyl was dissolved in 20 ml of a dried THF, the solution thus formed was cooled down to -70° C. under a nitrogen atmosphere and added dropwise with 5.5 ml of butyllithium (1.6 mol/liter hexane solution). The solution was continuously stirred at the same temperature for 2 hours, and then added dropwise with a THF solution containing 3.21 g of triisopropylborate. After the solution was stirred at an ambient temperature for 12 hours, it was added ...